This data is from the Open Reaction Database (ORD), a public repository of structured organic reaction records. The task is: describe an organic reaction: reactants, conditions, products, and yield The reactants are COc1ccc(C(=O)N2c3ccccc3C(O)CC2C)cc1OC, c1ccc2c(c1)NCCS2. The product is COc1ccc(C(=O)N2c3ccccc3C(N3CCSc4ccccc43)CC2C)cc1OC. RXN SMILES: [CH3:1][O:2][c:3]1[cH:4][c:5]([C:6](=[O:7])[N:8]2[CH:9]([CH3:19])[CH2:10][CH:11]([OH:18])[c:12]3[cH:13][cH:14][cH:15][cH:16][c:17]32)[cH:20][cH:21][c:22]1[O:23][CH3:24].[S:25]1[CH2:26][CH2:27][NH:28][c:29]2[c:30]1[cH:31][cH:32][cH:33][cH:34]2>>[CH3:1][O:2][c:3]1[cH:4][c:5]([C:6](=[O:7])[N:8]2[CH:9]([CH3:19])[CH2:10][CH:11]([N:28]3[CH2:27][CH2:26][S:25][c:30]4[c:29]3[cH:34][cH:33][cH:32][cH:31]4)[c:12]3[cH:13][cH:14][cH:15][cH:16][c:17]32)[cH:20][cH:21][c:22]1[O:23][CH3:24]. Reactants: BrC=1C(=C(SC1)C1=C(N=C2N1N=C(C=C2C(CC)CC)C)C)Cl (3-(4-bromo-3-chloro-thiophen-2-yl)-8-(1-ethyl-propyl)-2,6-dimethyl-imidazo[1,2-b]pyridazine), N1=CC=C(C=C1)B(O)O (4-pyridyl-boronic acid), solution, C(=O)([O-])[O-].[Na+].[Na+] (Na2CO3), solution, Cl (HCl), CCO (EtOH), C1=CC=C(C=C1)P(C2=CC=CC=C2)C3=CC=CC=C3 (PPh3). The reagents and catalysts are CC(=O)[O-].CC(=O)[O-].[Pd+2] (Pd(OAc)2). The solvent is C(CC)O (n-PrOH), C(C)(=O)OCC (ethyl acetate). Conditions: temperature 90 celsius. The product is Cl.ClC1=C(SC=C1C1=CC=NC=C1)C1=C(N=C2N1N=C(C=C2C(CC)CC)C)C (3-(3-chloro-4-pyridin-4-yl-thiophen-2-yl)-8-(1-ethyl-propyl)-2,6-dimethyl-imidazo[1,2-b]pyridazine, hydrochloride salt). Isolated yield 111.5%. As a reaction SMILES: Br[C:2]1[C:3]([Cl:23])=[C:4]([C:7]2[N:11]3[N:12]=[C:13]([CH3:21])[CH:14]=[C:15]([CH:16]([CH2:19][CH3:20])[CH2:17][CH3:18])[C:10]3=[N:9][C:8]=2[CH3:22])[S:5][CH:6]=1.[N:24]1[CH:29]=[CH:28][C:27](B(O)O)=[CH:26][CH:25]=1.C([O-])([O-])=O.[Na+].[Na+].C1C=CC(P(C2C=CC=CC=2)C2C=CC=CC=2)=CC=1.Cl.CCO>C(OCC)(=O)C.CC([O-])=O.CC([O-])=O.[Pd+2].C(O)CC>[ClH:23].[Cl:23][C:3]1[C:2]([C:27]2[CH:28]=[CH:29][N:24]=[CH:25][CH:26]=2)=[CH:6][S:5][C:4]=1[C:7]1[N:11]2[N:12]=[C:13]([CH3:21])[CH:14]=[C:15]([CH:16]([CH2:19][CH3:20])[CH2:17][CH3:18])[C:10]2=[N:9][C:8]=1[CH3:22] |f:2.3.4,9.10.11,13.14|. Procedure: A solution of 3-(4-bromo-3-chloro-thiophen-2-yl)-8-(1-ethyl-propyl)-2,6-dimethyl-imidazo[1,2-b]pyridazine (0.25 g, 0.61 mmol), 4-pyridyl-boronic acid (0.82, 0.67 mmol), a 2 M solution of Na2CO3 (0.5 mL, 0.91 mmol), and n-PrOH (2.5 mL) are degassed with nitrogen for 10 minutes. Pd(OAc)2 (0.0027 g, 0.012 mmol) and PPh3 (0.0095 g, 0.036 mmol) are added, and the solution heated at a 90° C. overnight. The solution is diluted with ethyl acetate (40 mL) and washed with a 10% solution of Na2CO3 (30 mL).... Reactants: ClCl (chlorine), C27H31ClN4O3, CC=1C=C(C(=O)O)C=CC1C(=O)N1CC=CC1 (3-methyl-4-(2,5-dihydropyrrol-1-ylcarbonyl)benzoic acid), CN(C)C(=[N+](C)C)ON1C2=C(C=CC=C2)N=N1.[B-](F)(F)(F)F (TBTU), C(C)(C)N(CC)C(C)C (diisopropylethylamine), C(C)(C)(C)O[C@H]([C@@H](C1=NC2=C(N1)C=CC(=C2)Cl)N)C ((1R,2S)-2-tert-butoxy-1-(5-chloro-1H-benzimidazol-2-yl)propylamine). RXN SMILES: [CH3:1][C:2]1[CH:3]=[C:4]([CH:8]=[CH:9][C:10]=1[C:11]([N:13]1[CH2:17][CH:16]=[CH:15][CH2:14]1)=[O:12])[C:5]([OH:7])=O.CN(C(ON1N=NC2C=CC=CC1=2)=[N+](C)C)C.[B-](F)(F)(F)F.C(N(C(C)C)CC)(C)C.[C:49]([O:53][C@@H:54]([CH3:67])[C@H:55]([NH2:66])[C:56]1[NH:60][C:59]2[CH:61]=[CH:62][C:63]([Cl:65])=[CH:64][C:58]=2[N:57]=1)([CH3:52])([CH3:51])[CH3:50].ClCl>O1CCCC1.ClCCl.C(O)C>[C:49]([O:53][C@@H:54]([CH3:67])[C@H:55]([NH:66][C:5](=[O:7])[C:4]1[CH:8]=[CH:9][C:10]([C:11]([N:13]2[CH2:17][CH:16]=[CH:15][CH2:14]2)=[O:12])=[C:2]([CH3:1])[CH:3]=1)[C:56]1[NH:60][C:59]2[CH:61]=[CH:62][C:63]([Cl:65])=[CH:64][C:58]=2[N:57]=1)([CH3:52])([CH3:50])[CH3:51] |f:1.2,7.8|. Reported procedure: Prepared analogously to Example 1g from 3-methyl-4-(2,5-dihydropyrrol-1-ylcarbonyl)benzoic acid, TBTU, diisopropylethylamine, and (1R,2S)-2-tert-butoxy-1-(5-chloro-1H-benzimidazol-2-yl)propylamine in tetrahydrofuran. Yield: 86%; Rf value: 0.61 (silica gel: dichloromethane/ethanol=9:1); C27H31ClN4O3 (495.02); mass spectrum: (M+H)+=495/497 (chlorine isotope). Run in ClCCl.C(C)O (dichloromethane ethanol), O1CCCC1 (tetrahydrofuran). Yields the product C(C)(C)(C)O[C@H]([C@@H](C1=NC2=C(N1)C=CC(=C2)Cl)NC(C2=CC(=C(C=C2)C(=O)N2CC=CC2)C)=O)C (N-[(1R,2S)-2-tert-butoxy-1-(5-chloro-1H-benzimidazol-2-yl)propyl]-4-(2,5-dihydropyrrol-1-ylcarbonyl)-3-methylbenzamide). Yield: 86.0%. Starting materials: C(C)(C)(C)C1=CC(=C(C=N1)C=1N([C@]([C@](N1)(C)C1=CC=C(C=C1)Cl)(C)C1=CC=C(C=C1)Cl)C(=O)N1CCC(CC1)CC(=O)O)OCC ({1-[(4S,5R)-2-(6-tert-butyl-4-ethoxy-pyridin-3-yl)-4,5-bis-(4-chloro-phenyl)-4,5-dimethyl-4,5-dihydro-imidazole-1-carbonyl]-piperidin-4-yl}-acetic acid), FC1=C(CN)C=C(C=C1)F (2,5-difluorobenzylamine). The product is C(C)(C)(C)C1=CC(=C(C=N1)C=1N([C@]([C@](N1)(C)C1=CC=C(C=C1)Cl)(C)C1=CC=C(C=C1)Cl)C(=O)N1CCC(CC1)CC(=O)NCC1=C(C=CC(=C1)F)F)OCC (2-{1-[(4S,5R)-2-(6-tert-Butyl-4-ethoxy-pyridin-3-yl)-4,5-bis-(4-chloro-phenyl)-4,5-dimethyl-4,5-dihydro-imidazole-1-carbonyl]-piperidin-4-yl}-N-(2,5-difluoro-benzyl)-acetamide). RXN SMILES: [C:1]([C:5]1[N:10]=[CH:9][C:8]([C:11]2[N:12]([C:32]([N:34]3[CH2:39][CH2:38][CH:37]([CH2:40][C:41](O)=[O:42])[CH2:36][CH2:35]3)=[O:33])[C@@:13]([C:25]3[CH:30]=[CH:29][C:28]([Cl:31])=[CH:27][CH:26]=3)([CH3:24])[C@@:14]([C:17]3[CH:22]=[CH:21][C:20]([Cl:23])=[CH:19][CH:18]=3)([CH3:16])[N:15]=2)=[C:7]([O:44][CH2:45][CH3:46])[CH:6]=1)([CH3:4])([CH3:3])[CH3:2].[F:47][C:48]1[CH:55]=[CH:54][C:53]([F:56])=[CH:52][C:49]=1[CH2:50][NH2:51]>>[C:1]([C:5]1[N:10]=[CH:9][C:8]([C:11]2[N:12]([C:32]([N:34]3[CH2:39][CH2:38][CH:37]([CH2:40][C:41]([NH:51][CH2:50][C:49]4[CH:52]=[C:53]([F:56])[CH:54]=[CH:55][C:48]=4[F:47])=[O:42])[CH2:36][CH2:35]3)=[O:33])[C@@:13]([C:25]3[CH:30]=[CH:29][C:28]([Cl:31])=[CH:27][CH:26]=3)([CH3:24])[C@@:14]([C:17]3[CH:18]=[CH:19][C:20]([Cl:23])=[CH:21][CH:22]=3)([CH3:16])[N:15]=2)=[C:7]([O:44][CH2:45][CH3:46])[CH:6]=1)([CH3:2])([CH3:3])[CH3:4]. Reported procedure: In a manner analogous to the method described in example 163, {1-[(4S,5R)-2-(6-tert-butyl-4-ethoxy-pyridin-3-yl)-4,5-bis-(4-chloro-phenyl)-4,5-dimethyl-4,5-dihydro-imidazole-1-carbonyl]-piperidin-4-yl}-acetic acid was reacted with 2,5-difluorobenzylamine (Aldrich) to give the title product. LC-MS (ES+) 790 [(M+H)+]. Reactants: NCCCP(OC(C)C)(=O)CC1=CC=CC=C1 (isopropyl 3-aminopropyl(benzyl)phosphinate), C(Cl)(Cl)Cl (chloroform), C[Si](C)(C)Br (trimethylsilylbromide). The solvent is C(C)(C)O (isopropanol), C1C(C)O1 (propylene oxide). Conditions: time 4 hour. The product is NCCCP(O)(=O)CC1=CC=CC=C1 (3-aminopropyl(benzyl)phosphinic acid). RXN SMILES: [NH2:1][CH2:2][CH2:3][CH2:4][P:5]([CH2:11][C:12]1[CH:17]=[CH:16][CH:15]=[CH:14][CH:13]=1)(=[O:10])[O:6]C(C)C.C(Cl)(Cl)Cl.C[Si](Br)(C)C>C(O)(C)C.C1OC1C>[NH2:1][CH2:2][CH2:3][CH2:4][P:5]([CH2:11][C:12]1[CH:17]=[CH:16][CH:15]=[CH:14][CH:13]=1)(=[O:6])[OH:10]. Reported procedure: To a solution of 5.7 g (0.0224 mol) of isopropyl 3-aminopropyl(benzyl)phosphinate in 50 ml of chloroform 9.91 ml (0.0922 mol) of trimethylsilylbromide are added raising the temperature to 44°. The reaction mixture is stirred at 50° for 4 hours and then at room temperature overnight. Removal of the chloroform and excess trimethylsilylbromide under reduced pressure yields an oil which is taken up in isopropanol and 20 ml of propylene oxide. After stirring for 10 minutes, a white solid precipitates... The reactants are CC1(OC2=CC=C(C=C2CC1)C(=O)OCC)C (ethyl 2,2-dimethylchroman-6-carboxylate), BrBr (bromine). Run in C(C)(=O)O (acetic acid). Product: BrC=1C=C(C=C2CCC(OC12)(C)C)C(=O)OCC (ethyl 8-bromo-2,2-dimethylchroman-6-carboxylate). RXN SMILES: [CH3:1][C:2]1([CH3:17])[CH2:11][CH2:10][C:9]2[C:4](=[CH:5][CH:6]=[C:7]([C:12]([O:14][CH2:15][CH3:16])=[O:13])[CH:8]=2)[O:3]1.[Br:18]Br>C(O)(=O)C>[Br:18][C:5]1[CH:6]=[C:7]([C:12]([O:14][CH2:15][CH3:16])=[O:13])[CH:8]=[C:9]2[C:4]=1[O:3][C:2]([CH3:17])([CH3:1])[CH2:11][CH2:10]2. Procedure details: Reaction Scheme 6B discloses a synthetic route to specific preferred benzopyran (chromene) compounds of the invention where with reference to Formula 1 the Z group is also CONH (amide derivatives). In accordance with this scheme, dihydrocoumarine (Compound 213) is subjected to a Grignard reaction with methyl magnesium chloride followed by heating a tertiary alcohol intermediate with acid, to provide 2,2-dimethylchroman (Compound 214). Compound 214 is converted into 6-acetyl-2,2-dimethylchroman (... Reactants: [OH-].[Na+] (sodium hydroxide), CC1(OB(OC1(C)C)C1=C2C=CNC2=CC=C1)C (4-(4,4,5,5-tetramethyl-[1,3,2]dioxaborolan-2-yl)-1H-indole), BrC=1C=NC=CC1 (3-bromopyridine). Reagents/catalysts: [Pd] (Palladium). The solvent is C1CCOC1 (THF). Conditions: temperature 70 celsius, time 6 hour. The product is N1=CC(=CC=C1)C1=C2C=CNC2=CC=C1 (4-pyridin-3-yl-1H-indole). Yield: 62.8%. RXN SMILES: [OH-].[Na+].CC1(C)C(C)(C)OB([C:11]2[CH:19]=[CH:18][CH:17]=[C:16]3[C:12]=2[CH:13]=[CH:14][NH:15]3)O1.Br[C:22]1[CH:23]=[N:24][CH:25]=[CH:26][CH:27]=1>[Pd].C1COCC1>[N:24]1[CH:25]=[CH:26][CH:27]=[C:22]([C:11]2[CH:19]=[CH:18][CH:17]=[C:16]3[C:12]=2[CH:13]=[CH:14][NH:15]3)[CH:23]=1 |f:0.1|. Reported procedure: Palladium catalyst Pd(PPh3)4 (284 mg, 0.25 mmol) and freshly prepared aqueous sodium hydroxide (984 mg in 9 mL of water) were added to a mixture of 4-(4,4,5,5-tetramethyl-[1,3,2]dioxaborolan-2-yl)-1H-indole (2 g, 8.2 mmol) and 3-bromopyridine (0.8 mL, 8.3 mmol) in THF (28 mL). The system was degassed and then purged three times with nitrogen. The mixture was stirred under nitrogen at 70° C. in an oil bath for 6 hours. It was then cooled to room temperature and 400 ml ethyl acetate was added. The... Starting materials: O=C1N(C(C2=CC=CC=C12)=O)CCC1=CNC2=CC=C(C=C12)N=CNC1=CC=C(C(=O)OCC)C=C1 (Ethyl 4-[[[3-[2-(1,3-dihydro-1,3-dioxo-2H-isoindol-2-yl)ethyl]-1H-indol-5-yl]iminomethyl]amino]benzoate), C(C)O (ethanol), C(C)O (ethanol), C(C)OCC (diethyl ether). Solvent: CN (methylamine), C([O-])(O)=O.[Na+] (sodium bicarbonate). Conditions: time 1.5 hour. Yields the product C(\C=C/C(=O)O)(=O)O.C(\C=C/C(=O)O)(=O)O.C(C)OC(C1=CC=C(C=C1)NC=NC=1C=C2C(=CNC2=CC1)CCN)=O (Ethyl-4-[[[3-(2-aminoethyl)-1H-indol-5-yl]iminomethyl]amino]benzoate dimaleate). As a reaction SMILES: O=C1C2C(=CC=CC=2)C(=O)[N:3]1[CH2:12][CH2:13][C:14]1[C:22]2[C:17](=[CH:18][CH:19]=[C:20]([N:23]=[CH:24][NH:25][C:26]3[CH:36]=[CH:35][C:29]([C:30]([O:32][CH2:33][CH3:34])=[O:31])=[CH:28][CH:27]=3)[CH:21]=2)[NH:16][CH:15]=1.C([O:39][CH2:40][CH3:41])C.[CH2:42]([OH:44])[CH3:43]>CN.C(=O)(O)[O-].[Na+]>[C:40]([OH:39])(=[O:44])/[CH:41]=[CH:29]\[C:30]([OH:32])=[O:31].[C:30]([OH:32])(=[O:31])/[CH:29]=[CH:43]\[C:42]([OH:39])=[O:44].[CH2:33]([O:32][C:30](=[O:31])[C:29]1[CH:28]=[CH:27][C:26]([NH:25][CH:24]=[N:23][C:20]2[CH:21]=[C:22]3[C:17](=[CH:18][CH:19]=2)[NH:16][CH:15]=[C:14]3[CH2:13][CH2:12][NH2:3])=[CH:36][CH:35]=1)[CH3:34] |f:4.5,6.7.8|. Procedure: A mixture of the product of Stage (i) in absolute ethanol (16 ml) and methylamine in ethanol (33% w/w 8 ml) was stirred at room temperature for 1.5 h. The solution was diluted with 8% sodium bicarbonate solution (ca 50 ml) and the mixture extracted with ethyl acetate (3×20 ml). The extracts were dried (Na2SO4), reduced to dryness under vacuo and the residue chromatographed on silica (A). The required fractions were collected and reduced to dryness. The residue (71 mg) was dissolved in a minimum ... The reactants are N1=CC(=CC=C1)\C=C/S ((Z)-2-(3-pyridyl)ethenethiol), [I-].[Na+] (sodium iodide), [Cl-].[Na+] (sodium chloride), C1(CC1)ON=C(C(=O)N[C@H]1[C@@H]2N(C(=C(CS2)CCl)C(=O)OC(C2=CC=CC=C2)C2=CC=CC=C2)C1=O)C=1N=C(SC1)NC=O (benzhydryl 7β-[2-cyclopropyloxyimino-2-(2-formamidothiazol-4-yl)acetamido]-3-chloromethyl-3-cephem-4-carboxylate). The reagents and catalysts are [Ag] (silver). Run in C(C)#N (acetonitrile), C(C)(=O)OCC (ethyl acetate). Run at temperature 0 celsius, time 20 minute. Yields the product C1(CC1)ON=C(C(=O)N[C@H]1[C@@H]2N(C(=C(CS2)CS\C=C/C=2C=NC=CC2)C(=O)OC(C2=CC=CC=C2)C2=CC=CC=C2)C1=O)C=1N=C(SC1)NC=O (benzhydryl 7β-[2-cyclopropyloxyimino-2-(2-formamidothiazol-4-yl)acetamido]-3-[(Z)-2-(3-pyridyl)vinylthiomethyl]-3-cephem-4-carboxylate). Isolated yield 60.2%. As a reaction SMILES: [N:1]1[CH:6]=[CH:5][CH:4]=[C:3](/[CH:7]=[CH:8]\[SH:9])[CH:2]=1.[I-].[Na+].[CH:12]1([O:15][N:16]=[C:17]([C:48]2[N:49]=[C:50]([NH:53][CH:54]=[O:55])[S:51][CH:52]=2)[C:18]([NH:20][C@@H:21]2[C:46](=[O:47])[N:23]3[C:24]([C:30]([O:32][CH:33]([C:40]4[CH:45]=[CH:44][CH:43]=[CH:42][CH:41]=4)[C:34]4[CH:39]=[CH:38][CH:37]=[CH:36][CH:35]=4)=[O:31])=[C:25]([CH2:28]Cl)[CH2:26][S:27][C@H:22]23)=[O:19])[CH2:14][CH2:13]1.[Cl-].[Na+]>C(#N)C.[Ag].C(OCC)(=O)C>[CH:12]1([O:15][N:16]=[C:17]([C:48]2[N:49]=[C:50]([NH:53][CH:54]=[O:55])[S:51][CH:52]=2)[C:18]([NH:20][C@@H:21]2[C:46](=[O:47])[N:23]3[C:24]([C:30]([O:32][CH:33]([C:40]4[CH:41]=[CH:42][CH:43]=[CH:44][CH:45]=4)[C:34]4[CH:39]=[CH:38][CH:37]=[CH:36][CH:35]=4)=[O:31])=[C:25]([CH2:28][S:9]/[CH:8]=[CH:7]\[C:3]4[CH:2]=[N:1][CH:6]=[CH:5][CH:4]=4)[CH2:26][S:27][C@H:22]23)=[O:19])[CH2:14][CH2:13]1 |f:1.2,4.5|. Procedure: A mixture of silver salt of (Z)-2-(3-pyridyl)ethenethiol (2.03 g) and sodium iodide (3.36 g) in acetonitrile (40 ml) was stirred for 20 minutes at 0° C. in the dark. To the mixture was added benzhydryl 7β-[2-cyclopropyloxyimino-2-(2-formamidothiazol-4-yl)acetamido]-3-chloromethyl-3-cephem-4-carboxylate (syn isomer) (2.03 g) at -20° C., and the mixture was stirred at 0° C. for 1.5 hours. The mixture was poured into a mixture of saturated aqueous solution of sodium chloride (200 ml) and ethyl acet...